From a dataset of the Open Reaction Database (ORD), a public repository of structured organic reaction records. describe an organic reaction: reactants, conditions, products, and yield Yields the product FC1=CC=C(C=C1)CN1C(=NC2=C1C=CC=C2)NC2CCN(CC2)CCN(C(C)=O)C=2SC=CN2 (N-[2-[4-[[1-[(4-fluorophenyl)methyl]-1H-benzimidazol-2-yl]-amino]-1-piperidinyl]ethyl]-N-(2-thiazolyl)acetamide). Isolated yield 66.3%. The reactants are FC1=CC=C(C=C1)CN1C(=NC2=C1C=CC=C2)NC2CCN(CC2)CCNC=2SC=CN2 (1-[(4-fluorophenyl)methyl]-N-[1-[2-[2-thiazolylamino]ethyl]-4-piperidinyl]-1H-benzimidazol-2-amine), C(C)(=O)OC(C)=O (acetic acid anhydride). Reaction SMILES: [F:1][C:2]1[CH:7]=[CH:6][C:5]([CH2:8][N:9]2[C:13]3[CH:14]=[CH:15][CH:16]=[CH:17][C:12]=3[N:11]=[C:10]2[NH:18][CH:19]2[CH2:24][CH2:23][N:22]([CH2:25][CH2:26][NH:27][C:28]3[S:29][CH:30]=[CH:31][N:32]=3)[CH2:21][CH2:20]2)=[CH:4][CH:3]=1.[C:33](OC(=O)C)(=[O:35])[CH3:34]>C(O)(=O)C>[F:1][C:2]1[CH:3]=[CH:4][C:5]([CH2:8][N:9]2[C:13]3[CH:14]=[CH:15][CH:16]=[CH:17][C:12]=3[N:11]=[C:10]2[NH:18][CH:19]2[CH2:20][CH2:21][N:22]([CH2:25][CH2:26][N:27]([C:28]3[S:29][CH:30]=[CH:31][N:32]=3)[C:33](=[O:35])[CH3:34])[CH2:23][CH2:24]2)=[CH:6][CH:7]=1. Procedure details: A mixture of 6.76 parts of 1-[(4-fluorophenyl)methyl]-N-[1-[2-[2-thiazolylamino]ethyl]-4-piperidinyl]-1H-benzimidazol-2-amine, 15 parts of acetic acid anhydride and 40 parts of acetic acid was stirred and refluxed overnight. The reaction mixture was evaporated and the residue was taken up in water. The whole was alkalized with ammonium hydroxide and the product was extracted with trichloromethane. The extract was dried, filtered and evaporated. The residue was purified by column chromatography o... The solvent is C(C)(=O)O (acetic acid). Starting materials: CCCCN1CCNCC1, N#Cc1cccc(NC(=O)Nc2ccc(S(=O)(=O)Nc3ccnc4cc(Cl)ccc34)cc2)c1. Product: CCCCN1CCN(C(=N)c2cccc(NC(=O)Nc3ccc(S(=O)(=O)Nc4ccnc5cc(Cl)ccc45)cc3)c2)CC1. As a reaction SMILES: [CH2:34]([CH2:35][CH2:36][CH3:37])[N:38]1[CH2:39][CH2:40][NH:41][CH2:42][CH2:43]1.[Cl:1][c:2]1[cH:3][cH:4][c:5]2[c:6]([NH:12][S:13](=[O:14])(=[O:15])[c:16]3[cH:17][cH:18][c:19]([NH:22][C:23](=[O:24])[NH:25][c:26]4[cH:27][c:28]([C:32]#[N:33])[cH:29][cH:30][cH:31]4)[cH:20][cH:21]3)[cH:7][cH:8][n:9][c:10]2[cH:11]1>>[Cl:1][c:2]1[cH:3][cH:4][c:5]2[c:6]([NH:12][S:13](=[O:14])(=[O:15])[c:16]3[cH:17][cH:18][c:19]([NH:22][C:23](=[O:24])[NH:25][c:26]4[cH:27][c:28]([C:32](=[NH:33])[N:41]5[CH2:40][CH2:39][N:38]([CH2:34][CH2:35][CH2:36][CH3:37])[CH2:43][CH2:42]5)[cH:29][cH:30][cH:31]4)[cH:20][cH:21]3)[cH:7][cH:8][n:9][c:10]2[cH:11]1.